describe an organic reaction: reactants, conditions, products, and yield From a dataset of the Open Reaction Database (ORD), a public repository of structured organic reaction records. Reactants: ClC(C1=C(SC(=C1)C1=CC=C(C=C1)C(F)(F)F)CC)C1CCCCC1 (3-[chloro(cyclohexyl)methyl]-2-ethyl-5-[4-(trifluoromethyl)phenyl]thiophene), C([O-])([O-])=O.[Na+].[Na+] (sodium carbonate), [Cl-].[NH4+] (ammonium chloride), NC1=CC=C(C(=O)OC)C=C1 (methyl 4-aminobenzoate), [I-].[Na+] (sodium iodide), Cl (Hydrochloric acid), [OH-].[Na+] (sodium hydroxide). Solvent: C(C)O (ethanol), O1CCCC1 (tetrahydrofuran), C(C)(=O)OCC (ethyl acetate), CN(C(C)=O)C (N,N-dimethylacetamide). Run at temperature 100 celsius, time 8 hour. The product is C1(CCCCC1)C(C1=C(SC(=C1)C1=CC=C(C=C1)C(F)(F)F)CC)NC1=CC=C(C(=O)O)C=C1 (4-[(cyclohexyl{2-ethyl-5-[4-(trifluoromethyl)phenyl]thiophen-3-yl}methyl)amino]benzoic acid). The yield is 29.3%. As a reaction SMILES: Cl[CH:2]([CH:20]1[CH2:25][CH2:24][CH2:23][CH2:22][CH2:21]1)[C:3]1[CH:7]=[C:6]([C:8]2[CH:13]=[CH:12][C:11]([C:14]([F:17])([F:16])[F:15])=[CH:10][CH:9]=2)[S:5][C:4]=1[CH2:18][CH3:19].[NH2:26][C:27]1[CH:36]=[CH:35][C:30]([C:31]([O:33]C)=[O:32])=[CH:29][CH:28]=1.[I-].[Na+].C(=O)([O-])[O-].[Na+].[Na+].[Cl-].[NH4+].[OH-].[Na+].Cl>C(OCC)(=O)C.C(O)C.O1CCCC1.CN(C)C(=O)C>[CH:20]1([CH:2]([NH:26][C:27]2[CH:36]=[CH:35][C:30]([C:31]([OH:33])=[O:32])=[CH:29][CH:28]=2)[C:3]2[CH:7]=[C:6]([C:8]3[CH:13]=[CH:12][C:11]([C:14]([F:17])([F:16])[F:15])=[CH:10][CH:9]=3)[S:5][C:4]=2[CH2:18][CH3:19])[CH2:25][CH2:24][CH2:23][CH2:22][CH2:21]1 |f:2.3,4.5.6,7.8,9.10|. Reported procedure: To a mixture of 3-[chloro(cyclohexyl)methyl]-2-ethyl-5-[4-(trifluoromethyl)phenyl]thiophene (1.00 g) synthesized above, methyl 4-aminobenzoate (780 mg), sodium iodide (1.55 g) and N,N-dimethylacetamide (10 mL) was added sodium carbonate (547 mg), and the mixture was stirred under an argon atmosphere at 100° C. overnight. Saturated aqueous ammonium chloride solution was added to quench the reaction, and the mixture was extracted with ethyl acetate. The extract was washed with brine, dried over ma... The product is COc1ccc(Nc2ncnc3cc(C(F)(F)F)ccc23)cc1. Reaction SMILES: [CH3:16][O:17][c:18]1[cH:19][cH:20][c:21]([NH2:24])[cH:22][cH:23]1.[CH3:25][CH2:26][OH:27].[Cl:1][c:2]1[n:3][cH:4][n:5][c:6]2[cH:7][c:8]([C:12]([F:13])([F:14])[F:15])[cH:9][cH:10][c:11]12>>[c:2]1([NH:24][c:21]2[cH:20][cH:19][c:18]([O:17][CH3:16])[cH:23][cH:22]2)[n:3][cH:4][n:5][c:6]2[cH:7][c:8]([C:12]([F:13])([F:14])[F:15])[cH:9][cH:10][c:11]12. Reactants: COc1ccc(N)cc1, CCO, FC(F)(F)c1ccc2c(Cl)ncnc2c1. The reactants are NC1=C(C=C(C=C1C)\C=C(\C(=O)OC)/C(=O)OCC1=CC=CC=C1)C ((Z)-Methyl 3-(4-amino-3,5-dimethylphenyl)-2-(benzyloxycarbonyl)acrylate), C(Cl)Cl (methylene chloride). Reagents/catalysts: [B-](F)(F)(F)F.CC[C@@H]1CC[C@H](P1C2=CC=CC=C2P3[C@@H](CC[C@H]3CC)CC)CC.C1C[CH][CH]CC[CH][CH]1.[Rh] ((−)-1,2-bis((2R,5R)-2,5-diethylphospholano)bezene(cyclooctadiene)rhodium(I)tetrafluoroborate). Solvent: CO (methanol). Conditions: time 3 hour. The product is NC1=C(C=C(C=C1C)C[C@H](C(=O)OC)C(=O)OCC1=CC=CC=C1)C ((R)-Methyl 3-(4-amino-3,5-dimethylphenyl)-2-(benzyloxycarbonyl)propanoate), solid. Yield: 98.0%. Reaction SMILES: [NH2:1][C:2]1[C:7]([CH3:8])=[CH:6][C:5](/[CH:9]=[C:10](\[C:15]([O:17][CH2:18][C:19]2[CH:24]=[CH:23][CH:22]=[CH:21][CH:20]=2)=[O:16])/[C:11]([O:13][CH3:14])=[O:12])=[CH:4][C:3]=1[CH3:25].C(Cl)Cl>[B-](F)(F)(F)F.CC[C@H]1P(C2C(P3[C@H](CC)CC[C@H]3CC)=CC=CC=2)[C@H](CC)CC1.C1[CH][CH]CC[CH][CH]C1.[Rh].CO>[NH2:1][C:2]1[C:3]([CH3:25])=[CH:4][C:5]([CH2:9][C@@H:10]([C:15]([O:17][CH2:18][C:19]2[CH:20]=[CH:21][CH:22]=[CH:23][CH:24]=2)=[O:16])[C:11]([O:13][CH3:14])=[O:12])=[CH:6][C:7]=1[CH3:8] |f:2.3.4.5,^1:58,59,62,63|. Procedure: (Z)-Methyl 3-(4-amino-3,5-dimethylphenyl)-2-(benzyloxycarbonyl)acrylate (84.5 g, 239 mmol) was weighed into a flame-dried 2 L Parr shaker, followed by the addition of methylene chloride (300 mL) and methanol (300 mL). The bottle was swirled to form a light brown suspension, and this suspension was degassed by a flow of nitrogen for 30 min. Following addition of (−)-1,2-bis((2R,5R)-2,5-diethylphospholano)bezene(cyclooctadiene)rhodium(I)tetrafluoroborate ([(2R,5R)-Et-DuPhosRh]BF4) (2.11 g, 3.20 mm... Yields the product ClCCn1cnc(-c2ccccc2)c1-c1ccccc1. The reactants are ClCCBr, [H-], [Na+], CN(C)C=O, O, c1ccc(-c2nc[nH]c2-c2ccccc2)cc1. Reaction SMILES: [Cl:20][CH2:21][CH2:22][Br:23].[H-:19].[Na+:18].[O:25]=[CH:26][N:27]([CH3:28])[CH3:29].[OH2:24].[c:1]1(-[c:7]2[n:8][cH:9][nH:10][c:11]2-[c:12]2[cH:13][cH:14][cH:15][cH:16][cH:17]2)[cH:2][cH:3][cH:4][cH:5][cH:6]1>>[c:1]1(-[c:7]2[n:8]([CH2:22][CH2:21][Cl:20])[cH:9][n:10][c:11]2-[c:12]2[cH:13][cH:14][cH:15][cH:16][cH:17]2)[cH:2][cH:3][cH:4][cH:5][cH:6]1. Reactants: CC1=CC(=NO1)C(=O)N[C@H]1CCCCC\C=C/[C@H]2[C@](NC([C@H]3N(C1=O)C[C@@H](C3)OC=3N=C1C=CC=CC1=C1C=CC=CC31)=O)(C2)C(=O)OCC ((2R,6S,13aS,14aR,16aS,Z)-ethyl 6-(5-methylisoxazole-3-carboxamido)-5,16-dioxo-2-(phenanthridin-6-yloxy)-1,2,3,5,6,7,8,9,10,11,13a,14,14a,15,16,16a-hexadecahydrocyclopropa[e]pyrrolo[1,2-a][1,4]diazacyclopentadecine-14a-carboxylate), O (water), O.[OH-].[Li+] (lithium hydroxide monohydrate). Solvent: O1CCCC1 (tetrahydrofuran), C(C)O (ethanol). Conditions: temperature 50 celsius, time 2 hour. Yields the product CC1=CC(=NO1)C(=O)N[C@H]1CCCCC\C=C/[C@H]2[C@](NC([C@H]3N(C1=O)C[C@@H](C3)OC=3N=C1C=CC=CC1=C1C=CC=CC31)=O)(C2)C(=O)O ((2R,6S,13aS,14aR,16aS,Z)-6-(5-methylisoxazole-3-carboxamido)-5,16-dioxo-2-(phenanthridin-6-yloxy)-1,2,3,5,6,7,8,9,10,11,13a,14,14a,15,16,16a-hexadecahydrocyclopropa[e]pyrrolo[1,2-a][1,4]diazacyclopentadecine-14a-carboxylic acid). The yield is 93.6%. As a reaction SMILES: [CH3:1][C:2]1[O:6][N:5]=[C:4]([C:7]([NH:9][C@@H:10]2[C:24](=[O:25])[N:23]3[CH2:26][C@H:27]([O:29][C:30]4[N:31]=[C:32]5[C:37](=[C:38]6[C:43]=4[CH:42]=[CH:41][CH:40]=[CH:39]6)[CH:36]=[CH:35][CH:34]=[CH:33]5)[CH2:28][C@H:22]3[C:21](=[O:44])[NH:20][C@:19]3([C:46]([O:48]CC)=[O:47])[CH2:45][C@H:18]3[CH:17]=[CH:16][CH2:15][CH2:14][CH2:13][CH2:12][CH2:11]2)=[O:8])[CH:3]=1.O.O.[OH-].[Li+]>O1CCCC1.C(O)C>[CH3:1][C:2]1[O:6][N:5]=[C:4]([C:7]([NH:9][C@@H:10]2[C:24](=[O:25])[N:23]3[CH2:26][C@H:27]([O:29][C:30]4[N:31]=[C:32]5[C:37](=[C:38]6[C:43]=4[CH:42]=[CH:41][CH:40]=[CH:39]6)[CH:36]=[CH:35][CH:34]=[CH:33]5)[CH2:28][C@H:22]3[C:21](=[O:44])[NH:20][C@:19]3([C:46]([OH:48])=[O:47])[CH2:45][C@H:18]3[CH:17]=[CH:16][CH2:15][CH2:14][CH2:13][CH2:12][CH2:11]2)=[O:8])[CH:3]=1 |f:2.3.4|. Procedure: To a solution of (2R,6S,13aS,14aR,16aS,Z)-ethyl 6-(5-methylisoxazole-3-carboxamido)-5,16-dioxo-2-(phenanthridin-6-yloxy)-1,2,3,5,6,7,8,9,10,11,13a,14,14a,15,16,16a-hexadecahydrocyclopropa[e]pyrrolo [1,2-a][1,4]diazacyclopentadecine-14a-carboxylate (Example 18c, 3.4 g, 5.0 mmol) in tetrahydrofuran (16.7 ml), ethanol (8.4 mL), and water (8.4 mL) was added lithium hydroxide monohydrate (1.36 g, 32.5 mmol). The mixture was stirred at 50° C. for 2 h, the solvent was evaporated under reduced pressure,... Starting materials: C(C1=CC=CC=C1)N1CC(CC1)C1=CC(=CC=2C=COC21)F (1-Benzyl-3-(5-fluorobenzofur-7-yl)pyrrolidine), ClC(=O)OC(C)Cl (1-chloroethyl chloroformate), amine. The product is Cl.FC=1C=C(C2=C(C=CO2)C1)C1CNCC1 (3-(5-Fluorobenzofur-7-yl)pyrrolidine hydrochloride). As a reaction SMILES: C([N:8]1[CH2:12][CH2:11][CH:10]([C:13]2[C:21]3[O:20][CH:19]=[CH:18][C:17]=3[CH:16]=[C:15]([F:22])[CH:14]=2)[CH2:9]1)C1C=CC=CC=1.[Cl:23]C(OC(Cl)C)=O>>[ClH:23].[F:22][C:15]1[CH:14]=[C:13]([CH:10]2[CH2:11][CH2:12][NH:8][CH2:9]2)[C:21]2[O:20][CH:19]=[CH:18][C:17]=2[CH:16]=1 |f:2.3|. Procedure: 1-Benzyl-3-(5-fluorobenzofur-7-yl)pyrrolidine was debenzylated with 1-chloroethyl chloroformate and converted to the free amine, essentially as described in EXAMPLE 3. The reactants are N[C@H](C(=O)OC)CC#CC1=NC=NC(=C1)C1=CC(=C(C=C1)OC1CC1)Cl (methyl (2S)-2-amino-5-[6-(3-chloro-4-cyclopropoxyphenyl)pyrimidin-4-yl]pent-4-ynoate), [BH4-].[Na+] (sodium borohydride). The reagents and catalysts are [O-]S(=O)(=O)C(F)(F)F.[Ag+] (Silver triflate). The solvent is CO (methanol). Run at time 8 hour. Yields the product ClC=1C=C(C=CC1OC1CC1)C1=CC(=NC=N1)C1CCC(N1)C(=O)OC (Methyl 5-[6-(3-chloro-4-cyclopropoxyphenyl)pyrimidin-4-yl]pyrrolidine-2-carboxylate). Yield: 6.2%. As a reaction SMILES: [NH2:1][C@@H:2]([CH2:7][C:8]#[C:9][C:10]1[CH:15]=[C:14]([C:16]2[CH:21]=[CH:20][C:19]([O:22][CH:23]3[CH2:25][CH2:24]3)=[C:18]([Cl:26])[CH:17]=2)[N:13]=[CH:12][N:11]=1)[C:3]([O:5][CH3:6])=[O:4].[BH4-].[Na+]>CO.[O-]S(C(F)(F)F)(=O)=O.[Ag+]>[Cl:26][C:18]1[CH:17]=[C:16]([C:14]2[N:13]=[CH:12][N:11]=[C:10]([CH:9]3[NH:1][CH:2]([C:3]([O:5][CH3:6])=[O:4])[CH2:7][CH2:8]3)[CH:15]=2)[CH:21]=[CH:20][C:19]=1[O:22][CH:23]1[CH2:25][CH2:24]1 |f:1.2,4.5|. Reported procedure: Silver triflate (0.17 g, 0.67 mmol) was added portion wise to a stirred solution of methyl (2S)-2-amino-5-[6-(3-chloro-4-cyclopropoxyphenyl)pyrimidin-4-yl]pent-4-ynoate (0.5 g, 1.3 mmol) in methanol (10 ml) and the mixture was stirred at room temperature overnight. After this time the solid precipitate was removed by filtration and the filtrate concentrated. The resulting residue was dissolved in methanol (5 ml), cooled to 0° C., treated with sodium borohydride (0.2 g, 5.0 mmol) and stirred at 0... Reactants: Cc1nc2c(OCc3c(Cl)ccc(N(C)C(=O)CN)c3Cl)cccn2c1Br, CC(=O)OC(C)=O, O=CO. The product is Cc1nc2c(OCc3c(Cl)ccc(N(C)C(=O)CNC=O)c3Cl)cccn2c1Br. As a reaction SMILES: [Br:1][c:2]1[c:3]([CH3:27])[n:4][c:5]2[n:6]1[cH:7][cH:8][cH:9][c:10]2[O:11][CH2:12][c:13]1[c:14]([Cl:26])[c:15]([N:20]([CH3:21])[C:22]([CH2:23][NH2:24])=[O:25])[cH:16][cH:17][c:18]1[Cl:19].[CH3:28][C:29](=[O:30])[O:31][C:32](=[O:33])[CH3:34].[CH:35]([OH:36])=[O:37]>>[Br:1][c:2]1[c:3]([CH3:27])[n:4][c:5]2[n:6]1[cH:7][cH:8][cH:9][c:10]2[O:11][CH2:12][c:13]1[c:14]([Cl:26])[c:15]([N:20]([CH3:21])[C:22]([CH2:23][NH:24][CH:29]=[O:30])=[O:25])[cH:16][cH:17][c:18]1[Cl:19]. Reactants: CC(=O)O, [H][H], CCCCCCCCCCCCCCCCCCOCC(COP(=O)([O-])OCCCCCCCCCCCCCC[N+](C)(C)C)OCc1ccccc1. Product: CCCCCCCCCCCCCCCCCCOCC(O)COP(=O)([O-])OCCCCCCCCCCCCCC[N+](C)(C)C. Reaction SMILES: [CH3:56][C:57](=[O:58])[OH:59].[H:54][H:55].[P:1](=[O:2])([O:3][CH2:4][CH:5]([CH2:6][O:7][CH2:8][CH2:9][CH2:10][CH2:11][CH2:12][CH2:13][CH2:14][CH2:15][CH2:16][CH2:17][CH2:18][CH2:19][CH2:20][CH2:21][CH2:22][CH2:23][CH2:24][CH3:25])[O:26][CH2:27][c:28]1[cH:29][cH:30][cH:31][cH:32][cH:33]1)([O:34][CH2:35][CH2:36][CH2:37][CH2:38][CH2:39][CH2:40][CH2:41][CH2:42][CH2:43][CH2:44][CH2:45][CH2:46][CH2:47][CH2:48][N+:49]([CH3:50])([CH3:51])[CH3:52])[O-:53]>>[P:1](=[O:2])([O:3][CH2:4][CH:5]([CH2:6][O:7][CH2:8][CH2:9][CH2:10][CH2:11][CH2:12][CH2:13][CH2:14][CH2:15][CH2:16][CH2:17][CH2:18][CH2:19][CH2:20][CH2:21][CH2:22][CH2:23][CH2:24][CH3:25])[OH:26])([O:34][CH2:35][CH2:36][CH2:37][CH2:38][CH2:39][CH2:40][CH2:41][CH2:42][CH2:43][CH2:44][CH2:45][CH2:46][CH2:47][CH2:48][N+:49]([CH3:50])([CH3:51])[CH3:52])[O-:53]. Reported procedure: (±)-Cis-N-{1-[4-(2,5-dimethyl-pyrrol-1-yl)-benzoyl]-2-methyl-1,2,3,4-tetrahydro-quinolin-4-yl}-N-phenyl-propionamide was prepared from (±)-cis-N-[1-(4-amino-benzoyl)-2-methyl-1,2,3,4-tetrahydro-quinolin-4-yl]-N-phenyl-propionamide. A solution of (±)-cis-N-[1-(4-amino-benzoyl)-2-methyl-1,2,3,4-tetrahydro-quinolin-4-yl]-N-phenyl-propionamide (150 mg, 0.36 mmol), and propionic acid (0.5 ml) in dry benzene (20 ml) was heated at reflux under argon in a flask equipped with a Dean-Stark trap while stir... Yields the product CC=1N(C(=CC1)C)C1=CC=C(C(=O)N2[C@H](C[C@H](C3=CC=CC=C23)N(C(CC)=O)C2=CC=CC=C2)C)C=C1 ((±)-Cis-N-{1-[4-(2,5-dimethyl-pyrrol-1-yl)-benzoyl]-2-methyl-1,2,3,4-tetrahydro-quinolin-4-yl}-N-phenyl-propionamide). Isolated yield 80.0%. Reaction SMILES: [NH2:1][C:2]1[CH:31]=[CH:30][C:5]([C:6]([N:8]2[C:17]3[C:12](=[CH:13][CH:14]=[CH:15][CH:16]=3)[C@H:11]([N:18]([C:23]3[CH:28]=[CH:27][CH:26]=[CH:25][CH:24]=3)[C:19](=[O:22])[CH2:20][CH3:21])[CH2:10][C@@H:9]2[CH3:29])=[O:7])=[CH:4][CH:3]=1.C(O)(=O)CC.[CH:37]1[CH:42]=[CH:41][CH:40]=[CH:39][CH:38]=1>>[CH3:40][C:39]1[N:1]([C:2]2[CH:3]=[CH:4][C:5]([C:6]([N:8]3[C:17]4[C:12](=[CH:13][CH:14]=[CH:15][CH:16]=4)[C@H:11]([N:18]([C:23]4[CH:24]=[CH:25][CH:26]=[CH:27][CH:28]=4)[C:19](=[O:22])[CH2:20][CH3:21])[CH2:10][C@@H:9]3[CH3:29])=[O:7])=[CH:30][CH:31]=2)[C:42]([CH3:41])=[CH:37][CH:38]=1. Starting materials: NC1=CC=C(C(=O)N2[C@H](C[C@H](C3=CC=CC=C23)N(C(CC)=O)C2=CC=CC=C2)C)C=C1 ((±)-cis-N-[1-(4-amino-benzoyl)-2-methyl-1,2,3,4-tetrahydro-quinolin-4-yl]-N-phenyl-propionamide), C(CC)(=O)O (propionic acid), C1=CC=CC=C1 (benzene), NC1=CC=C(C(=O)N2[C@H](C[C@H](C3=CC=CC=C23)N(C(CC)=O)C2=CC=CC=C2)C)C=C1 ((±)-cis-N-[1-(4-amino-benzoyl)-2-methyl-1,2,3,4-tetrahydro-quinolin-4-yl]-N-phenyl-propionamide).